This data is from the Open Reaction Database (ORD), a public repository of structured organic reaction records. The task is: describe an organic reaction: reactants, conditions, products, and yield Reactants: FC(C(=O)O)(F)F (Trifluoroacetic acid), O1N=C(C2=C1C=C1C(=C2)CC(N1)=O)CCC1CCN(CC1)C(=O)OC(C)(C)C (4-[2-[5,7-Dihydro-6H-pyrrolo[4,5-f]-1,2-benzisoxazol-6-one-3-yl]ethyl]-1-piperidinecarboxylic acid, 1-(1,1-dimethylethyl) ester), C([O-])([O-])=O.[Na+].[Na+] (sodium carbonate), C(C1=CC=CC=C1)Br (benzyl bromide). Run in C(Cl)Cl (CH2Cl2). Reaction conditions: time 30 minute. Product: C(\C=C/C(=O)O)(=O)O.C1(=CC=CC=C1)CN1CCC(CC1)CCC1=NOC2=C1C=C1C(=C2)NC(C1)=O (5,7-Dihydro-3-[2-[1-(phenylmethyl)-4-piperidinyl]ethyl]-6H-pyrrolo[4,5-f]-1,2-benzisoxazol-6-one maleate). Yield: 70.0%. RXN SMILES: F[C:2](F)(F)[C:3]([OH:5])=[O:4].[O:8]1[C:12]2[CH:13]=[C:14]3[NH:19][C:18](=[O:20])[CH2:17][C:15]3=[CH:16][C:11]=2[C:10]([CH2:21][CH2:22][CH:23]2[CH2:28][CH2:27][N:26](C([O:31][C:32]([CH3:35])(C)C)=O)[CH2:25][CH2:24]2)=[N:9]1.C(=O)([O-])[O-:37].[Na+].[Na+].[CH2:42](Br)[C:43]1[CH:48]=[CH:47][CH:46]=[CH:45][CH:44]=1>C(Cl)Cl>[C:3]([OH:5])(=[O:4])/[CH:2]=[CH:35]\[C:32]([OH:37])=[O:31].[C:43]1([CH2:42][N:26]2[CH2:27][CH2:28][CH:23]([CH2:22][CH2:21][C:10]3[C:11]4[CH:16]=[C:15]5[CH2:17][C:18](=[O:20])[NH:19][C:14]5=[CH:13][C:12]=4[O:8][N:9]=3)[CH2:24][CH2:25]2)[CH:48]=[CH:47][CH:46]=[CH:45][CH:44]=1 |f:2.3.4,7.8|. Procedure: Trifluoroacetic acid (TFA) (3.3 mL) was added dropwise to a cold (0° C.) solution of the piperidine formed in step e (0.50 g, 1.30 mmol) in CH2Cl2 (13 mL). After 30 min, the mixture was concentrated and excess TFA was removed by concentrating from toluene (2 to 3 times). The crude residue was dissolved in DMF (12.5 mL) and sodium carbonate (Na2CO3) (0.689 g, 6.50 mmol) and benzyl bromide (0.186 mL, 1.56 mmol) were added. The resulting mixture was stirred at room temperature for 4 hours. The reac...